The task is: describe an organic reaction: reactants, conditions, products, and yield. This data is from the Open Reaction Database (ORD), a public repository of structured organic reaction records. The product is Cc1ccc(OCCCCl)cc1. The reactants are ClCCCBr, O=C([O-])[O-], Cc1ccc(O)cc1, CC(C)=O, [K+], [K+]. RXN SMILES: [Br:9][CH2:10][CH2:11][CH2:12][Cl:13].[C:14](=[O:15])([O-:16])[O-:17].[CH3:1][c:2]1[cH:3][cH:4][c:5]([OH:6])[cH:7][cH:8]1.[CH3:20][C:21](=[O:22])[CH3:23].[K+:18].[K+:19]>>[CH3:1][c:2]1[cH:3][cH:4][c:5]([O:6][CH2:10][CH2:11][CH2:12][Cl:13])[cH:7][cH:8]1. The reactants are CCOC(C)=O, CCCCCCC, CCOC(C)=O, CCOCC, COc1cc2c(cc1OC(C)C)-c1c(-c3cccs3)c3c(n1CC2)C(=O)N(C(C)C)CCN(C(=O)OC(C)(C)C)C3, Cl, C1COCCO1. The product is COc1cc2c(cc1OC(C)C)-c1c(-c3cccs3)c3c(n1CC2)C(=O)N(C(C)C)CCNC3. RXN SMILES: [C:43]([O:44][CH2:45][CH3:46])(=[O:47])[CH3:48].[CH3:49][CH2:50][CH2:51][CH2:52][CH2:53][CH2:54][CH3:55].[CH3:56][CH2:57][O:58][C:59](=[O:60])[CH3:61].[CH3:68][CH2:69][O:70][CH2:71][CH3:72].[CH:1]([CH3:2])([CH3:3])[N:4]1[CH2:5][CH2:6][N:7]([C:35]([O:36][C:37]([CH3:38])([CH3:39])[CH3:40])=[O:41])[CH2:8][c:9]2[c:10](-[c:30]3[s:31][cH:32][cH:33][cH:34]3)[c:11]3[n:12]([c:27]2[C:28]1=[O:29])[CH2:13][CH2:14][c:15]1[cH:16][c:17]([O:25][CH3:26])[c:18]([O:21][CH:22]([CH3:23])[CH3:24])[cH:19][c:20]1-3.[ClH:42].[O:62]1[CH2:63][CH2:64][O:65][CH2:66][CH2:67]1>>[CH:1]([CH3:2])([CH3:3])[N:4]1[CH2:5][CH2:6][NH:7][CH2:8][c:9]2[c:10](-[c:30]3[s:31][cH:32][cH:33][cH:34]3)[c:11]3[n:12]([c:27]2[C:28]1=[O:29])[CH2:13][CH2:14][c:15]1[cH:16][c:17]([O:25][CH3:26])[c:18]([O:21][CH:22]([CH3:23])[CH3:24])[cH:19][c:20]1-3. Starting materials: N1=C(C=CC=C1)C(=O)O (Picolinic acid), N[C@@H](CC1=CC=CC=C1)[C@H]([C@@H]([C@H](CC1=CC=CC=C1)N)O)O ((2S,3R,4R,5S)-2.5-Diamino-3,4-dihydroxy-1,6-diphenylhexane), N=C=N (carbodiimide). Solvent: C(Cl)(Cl)Cl (chloroform). The product is N1=C(C=CC=C1)C(=O)N[C@@H](CC1=CC=CC=C1)[C@H]([C@@H]([C@H](CC1=CC=CC=C1)NC(=O)C1=NC=CC=C1)O)O ((2S,3R,4R,5S)-2,5-Di-(N-((2-pyridinyl)carbonyl)amino)-3,4-dihydroxy-1,6-diphenylhexane). As a reaction SMILES: [N:1]1[CH:6]=[CH:5][CH:4]=[CH:3][C:2]=1[C:7]([OH:9])=O.[NH2:10][C@H:11]([C@@H:19]([OH:31])[C@H:20]([OH:30])[C@@H:21]([NH2:29])[CH2:22][C:23]1[CH:28]=[CH:27][CH:26]=[CH:25][CH:24]=1)[CH2:12][C:13]1[CH:18]=[CH:17][CH:16]=[CH:15][CH:14]=1.N=[C:33]=[NH:34]>C(Cl)(Cl)Cl>[N:34]1[CH:33]=[CH:5][CH:4]=[CH:3][C:2]=1[C:7]([NH:10][C@H:11]([C@@H:19]([OH:31])[C@H:20]([OH:30])[C@@H:21]([NH:29][C:7]([C:2]1[CH:3]=[CH:4][CH:5]=[CH:6][N:1]=1)=[O:9])[CH2:22][C:23]1[CH:28]=[CH:27][CH:26]=[CH:25][CH:24]=1)[CH2:12][C:13]1[CH:18]=[CH:17][CH:16]=[CH:15][CH:14]=1)=[O:9]. Procedure: Picolinic acid was coupled to the resultant compound of Example 171 using the carbodiimide coupling procedure described in Example 55 to provide, after chromatography on silica gel using 5% methanol in chloroform, 58 mg (60%) of the desired compound (Rf 0.6, 10% methanol in chloroform) as a white solid, m.p. 179°-184° C. Mass spectrum: (M+H)+ =511. Reactants: ClCC[C@@H](O)C1=CSC=C1 ((R)-α-(2-Chloroethyl)-3-thiophenemethanol), ClC1=CC(=C(C#N)C=C1F)F (4-chloro-2,5-difluorobenzonitrile). Product: ClC1=CC(=C(C#N)C=C1F)O[C@H](CCCl)C1=CSC=C1 (4-Chloro-2-[[(1R)-3-chloro-1-(3-thienyl)-propyl]oxy]-5-fluoro-benzonitrile). Reaction SMILES: [Cl:1][CH2:2][CH2:3][C@H:4]([C:6]1[CH:10]=[CH:9][S:8][CH:7]=1)[OH:5].[Cl:11][C:12]1[C:19]([F:20])=[CH:18][C:15]([C:16]#[N:17])=[C:14](F)[CH:13]=1>>[Cl:11][C:12]1[C:19]([F:20])=[CH:18][C:15]([C:16]#[N:17])=[C:14]([O:5][C@@H:4]([C:6]2[CH:10]=[CH:9][S:8][CH:7]=2)[CH2:3][CH2:2][Cl:1])[CH:13]=1. Reported procedure: Using the product of step (d) (322 mg, 1.84 mmol), 4-chloro-2,5-difluorobenzonitrile (320 mg, 1.84 mmol) and the procedure described in Example 72(c), the title compound was prepared (540 mg, 89%). Starting materials: NC1=C(C(=O)N)C=C(C=C1)F (2-amino-5-fluorobenzamide), COC=1C=C(C=O)C=C(C1OC)OC (3,4,5-trimethoxybenzaldehyde), OS(=O)[O-].[Na+] (NaHSO3). Run in CC(=O)N(C)C (dimethylacetamide). Reaction conditions: temperature 140 celsius, time 8 hour. The product is FC=1C=C2C(=NC(=NC2=CC1)C1=CC(=C(C(=C1)OC)OC)OC)O (6-fluoro-2-(3,4,5-trimethoxyphenyl)quinazolin-4-ol). Reaction SMILES: [NH2:1][C:2]1[CH:10]=[CH:9][C:8]([F:11])=[CH:7][C:3]=1[C:4]([NH2:6])=[O:5].[CH3:12][O:13][C:14]1[CH:15]=[C:16]([CH:19]=[C:20]([O:24][CH3:25])[C:21]=1[O:22][CH3:23])[CH:17]=O.OS([O-])=O.[Na+]>CC(N(C)C)=O>[F:11][C:8]1[CH:7]=[C:3]2[C:2](=[CH:10][CH:9]=1)[N:1]=[C:17]([C:16]1[CH:19]=[C:20]([O:24][CH3:25])[C:21]([O:22][CH3:23])=[C:14]([O:13][CH3:12])[CH:15]=1)[N:6]=[C:4]2[OH:5] |f:2.3|. Procedure: Into a 250-mL round-bottom flask, was placed a solution of 2-amino-5-fluorobenzamide (13.02 g, 84.47 mmol, 1.00 equiv) in dimethylacetamide (200 mL), 3,4,5-trimethoxybenzaldehyde (17.97 g, 91.59 mmol, 1.08 equiv) and NaHSO3 (8.85 g). The resulting solution was stirred overnight at 140° C. in an oil bath. The reaction was then quenched by the addition of 400 mL of water/ice. The solids were collected by filtration. This resulted in 28 g (crude) of 6-fluoro-2-(3,4,5-trimethoxyphenyl)quinazolin-4-o... The reactants are N1(CCOCC1)C(=O)N1CC(CC(C1)C1=CC=C(C=C1)OC(F)(F)F)C(N)=S (1-(Morpholin-4-ylcarbonyl)-5-[4-(trifluoromethoxy)phenyl]piperidine-3-carbothioamide), BrCC(=O)C1CC1 (2-bromo-1-cyclopropylethanone). Yields the product C1(CC1)C=1N=C(SC1)C1CN(CC(C1)C1=CC=C(C=C1)OC(F)(F)F)C(=O)N1CCOCC1 ({3-(4-Cyclopropyl-1,3-thiazol-2-yl)-5-[4-(trifluoromethoxy)phenyl]piperidin-1-yl}(morpholin-4-yl)methanone). Reaction SMILES: [N:1]1([C:7]([N:9]2[CH2:14][CH:13]([C:15]3[CH:20]=[CH:19][C:18]([O:21][C:22]([F:25])([F:24])[F:23])=[CH:17][CH:16]=3)[CH2:12][CH:11]([C:26](=[S:28])[NH2:27])[CH2:10]2)=[O:8])[CH2:6][CH2:5][O:4][CH2:3][CH2:2]1.Br[CH2:30][C:31]([CH:33]1[CH2:35][CH2:34]1)=O>>[CH:33]1([C:31]2[N:27]=[C:26]([CH:11]3[CH2:12][CH:13]([C:15]4[CH:16]=[CH:17][C:18]([O:21][C:22]([F:23])([F:24])[F:25])=[CH:19][CH:20]=4)[CH2:14][N:9]([C:7]([N:1]4[CH2:6][CH2:5][O:4][CH2:3][CH2:2]4)=[O:8])[CH2:10]3)[S:28][CH:30]=2)[CH2:35][CH2:34]1. Procedure: 100 mg (about 0.182 mmol) of the compound from Example 115A and 44 mg (0.273 mmol) of 2-bromo-1-cyclopropylethanone (Tetrahedron, 43, 20 1987, 4609-4619) were reacted according to the General Method 3. Yield: 49 mg (56% of theory). Starting materials: OC=1C=C2C(C=C(OC2=CC1)C1=CC=CC=C1)=O (6-hydroxyflavone), BrCCCCCCl (1-bromo-5-chloropentane), OC1CCNCC1 (4-hydroxypiperidine). Yields the product OC1CCN(CC1)CCCCCOC=1C=CC2=C(C(C=C(O2)C2=CC=CC=C2)=O)C1 (6-[5-(4-Hydroxypiperidinyl)pentoxy]-2-phenyl-4H-1-benzopyran-4-one). RXN SMILES: [OH:1][C:2]1[CH:3]=[C:4]2[C:9](=[CH:10][CH:11]=1)[O:8][C:7]([C:12]1[CH:17]=[CH:16][CH:15]=[CH:14][CH:13]=1)=[CH:6][C:5]2=[O:18].Br[CH2:20][CH2:21][CH2:22][CH2:23][CH2:24]Cl.[OH:26][CH:27]1[CH2:32][CH2:31][NH:30][CH2:29][CH2:28]1>>[OH:26][CH:27]1[CH2:32][CH2:31][N:30]([CH2:20][CH2:21][CH2:22][CH2:23][CH2:24][O:1][C:2]2[CH:11]=[CH:10][C:9]3[O:8][C:7]([C:12]4[CH:17]=[CH:16][CH:15]=[CH:14][CH:13]=4)=[CH:6][C:5](=[O:18])[C:4]=3[CH:3]=2)[CH2:29][CH2:28]1. Procedure details: The compound was prepared by a method similar to Example 3 from 6-hydroxyflavone, 1-bromo-5-chloropentane and 4-hydroxypiperidine: mp 128°-129° C. The reactants are S(=O)(=O)(O)O.NCCCCCCNC(=N)N (aminohexylguanidine sulfate), S(=O)(=O)(O)O.NCCCCCCNC(=N)N (Aminohexylguanidine sulfate), [OH-].[Na+] (NaOH), CC(=O)C (Acetone), O (H2O), CC1(N=C(OC1=O)C=C)C (4,4-dimethyl-2-vinyl-1,3-oxazol-5(4H)-one). Run at temperature 10 celsius, time 60 minute. Product: S(=O)(=O)([O-])[O-].[Na+].C(C=C)(=O)NC(C(=O)NCCCCCCNC(=[NH2+])N)(C)C (6-(2-(acryloylamino)-2-methylpropionylamino)hexyl guanidinium sodium sulfate). RXN SMILES: [S:1]([OH:5])([OH:4])(=[O:3])=[O:2].[NH2:6][CH2:7][CH2:8][CH2:9][CH2:10][CH2:11][CH2:12][NH:13][C:14]([NH2:16])=[NH:15].CC(C)=O.O.[CH3:22][C:23]1([CH3:31])[C:27](=[O:28])[O:26][C:25]([CH:29]=[CH2:30])=[N:24]1.[OH-].[Na+:33]>>[S:1]([O-:5])([O-:4])(=[O:3])=[O:2].[Na+:33].[C:25]([NH:24][C:23]([CH3:31])([CH3:22])[C:27]([NH:6][CH2:7][CH2:8][CH2:9][CH2:10][CH2:11][CH2:12][NH:13][C:14]([NH2:16])=[NH2+:15])=[O:28])(=[O:26])[CH:29]=[CH2:30] |f:0.1,5.6,7.8.9|. Reported procedure: Aminohexylguanidine sulfate (32.4 g, 127 mmol) was dissolved in 120 mL of aqueous 1.00 N NaOH. Acetone (60 mL) was then added and the stirred mixture was cooled to about 10° C. in a cold water bath. An additional 60 mL of H2O was added to keep the aminohexylguanidine sulfate in solution. 4,4-dimethyl-2-vinyl-1,3-oxazol-5(4H)-one (17.6 g, 137 mmol) was then added to the reaction mixture, via an addition funnel, over a period of 10 min. After stirring an additional 60 min, the reaction mixture was... Starting materials: NC1=C(C=CC=C1)SC=1NC=CN1 (2-[(2-Aminophenyl)thio]-1H-imidazole), Cl (hydrochloric acid), N(=O)[O-].[Na+] (sodium nitrite), cuprous chloride, Cl (hydrochloric acid). Run in C(C)(=O)O (acetic acid), O (water). Reaction conditions: time 10 minute. Product: ClC1=C(C=CC=C1)SC=1NC=CN1 (2-[(2-Chlorophenyl)thio]-1H-imidazole). Yield: 79.0%. Reaction SMILES: N[C:2]1[CH:7]=[CH:6][CH:5]=[CH:4][C:3]=1[S:8][C:9]1[NH:10][CH:11]=[CH:12][N:13]=1.N([O-])=O.[Na+].[ClH:18]>C(O)(=O)C.O>[Cl:18][C:2]1[CH:7]=[CH:6][CH:5]=[CH:4][C:3]=1[S:8][C:9]1[NH:10][CH:11]=[CH:12][N:13]=1 |f:1.2|. Reported procedure: To a solution of 5.6 g (29.3 mmoles) of the product from Example 32 in 50 ml of 3N hydrochloric acid and 50 ml of glacial acetic acid (cooled in an ice bath), was added dropwise over 20 minutes, a solution of 2.0 g (29.3 mmoles) of sodium nitrite in 8 ml of water. After stirring for 10 minutes, the mixture was added to a cold solution of 8.7 g (80 mmoles) cuprous chloride in 80 ml of 6N hydrochloric acid. After stirring at room temperature for 5 hours, the mixture was concentrated and the residu... Reactants: COC(CCC1NC(CC1C1=CC(=C(C=C1)Cl)Cl)=O)=O (3-(3,4-dichlorophenyl)-5-oxo-2-pyrrolidinepropanoic acid methyl ester), COC(CC(C1NC(CC1)=O)C1=CC(=C(C=C1)Cl)Cl)=O (β-(3,4-dichlorophenyl)-5-oxo-2-pyrrolidinepropanoic acid methyl ester), Cl (hydrochloric acid). Solvent: [OH-].[Na+] (sodium hydroxide). Product: ClC=1C=C(C=CC1Cl)C(CC(=O)O)C1NC(CC1)=O (β-(3,4-dichlorophenyl)-5-oxo-2-pyrrolidinepropanoic acid), ClC=1C=C(C=CC1Cl)C1C(NC(C1)=O)CCC(=O)O (3-(3,4-dichlorophenyl)-5-oxo-2-pyrrolidinepropanoic acid). RXN SMILES: C[O:2][C:3](=[O:20])[CH2:4][CH2:5][CH:6]1[CH:10]([C:11]2[CH:16]=[CH:15][C:14]([Cl:17])=[C:13]([Cl:18])[CH:12]=2)[CH2:9][C:8](=[O:19])[NH:7]1.C[O:22][C:23](=[O:40])[CH2:24][CH:25]([C:32]1[CH:37]=[CH:36][C:35]([Cl:38])=[C:34]([Cl:39])[CH:33]=1)[CH:26]1[CH2:30][CH2:29][C:28](=[O:31])[NH:27]1.Cl>[OH-].[Na+]>[Cl:39][C:34]1[CH:33]=[C:32]([CH:25]([CH:26]2[CH2:30][CH2:29][C:28](=[O:31])[NH:27]2)[CH2:24][C:23]([OH:40])=[O:22])[CH:37]=[CH:36][C:35]=1[Cl:38].[Cl:18][C:13]1[CH:12]=[C:11]([CH:10]2[CH2:9][C:8](=[O:19])[NH:7][CH:6]2[CH2:5][CH2:4][C:3]([OH:20])=[O:2])[CH:16]=[CH:15][C:14]=1[Cl:17] |f:3.4|. Procedure: A solution of 34.1 g of 3-(3,4-dichlorophenyl)-5-oxo-2-pyrrolidinepropanoic acid methyl ester and β-(3,4-dichlorophenyl)-5-oxo-2-pyrrolidinepropanoic acid methyl ester in aqueous sodium hydroxide solution (1 N, 108 ml) is heated to 60° C. for four hours. Excess aqueous hydrochloric acid (1 N, 120 ml) is added and the solution is concentrated under reduced pressure to give β-(3,4-dichlorophenyl)-5-oxo-2-pyrrolidinepropanoic acid and 3-(3,4-dichlorophenyl)-5-oxo-2-pyrrolidinepropanoic acid.